This data is from the Open Reaction Database (ORD), a public repository of structured organic reaction records. The task is: describe an organic reaction: reactants, conditions, products, and yield Procedure: Ethyl 5-amino-3-(morpholin-4-ylsulfonyl)-1H-indole-2-carboxylate (189 mg, 0.53 mmol, 1.0 equiv) was dissolved in 4 mL of dimethylformamide and cooled to 0° C. N-bromosuccinimide (95 mg, 0.54 mmol, 1.0 equiv) was added and the reaction was stirred for 15 minutes. The reaction mixture was partitioned between dichloromethane and aqueous saturated NaHCO3, which was extracted three times with dichloromethane. The combined organic layers were dried (Na2SO4), filtered, and concentrated in vacuo. Purifi... Solvent: CN(C=O)C (dimethylformamide). Starting materials: NC=1C=C2C(=C(NC2=CC1)C(=O)OCC)S(=O)(=O)N1CCOCC1 (Ethyl 5-amino-3-(morpholin-4-ylsulfonyl)-1H-indole-2-carboxylate), BrN1C(CCC1=O)=O (N-bromosuccinimide). Conditions: temperature 0 celsius, time 15 minute. Reaction SMILES: [NH2:1][C:2]1[CH:3]=[C:4]2[C:8](=[CH:9][CH:10]=1)[NH:7][C:6]([C:11]([O:13][CH2:14][CH3:15])=[O:12])=[C:5]2[S:16]([N:19]1[CH2:24][CH2:23][O:22][CH2:21][CH2:20]1)(=[O:18])=[O:17].[Br:25]N1C(=O)CCC1=O>CN(C)C=O>[NH2:1][C:2]1[C:3]([Br:25])=[C:4]2[C:8](=[CH:9][CH:10]=1)[NH:7][C:6]([C:11]([O:13][CH2:14][CH3:15])=[O:12])=[C:5]2[S:16]([N:19]1[CH2:24][CH2:23][O:22][CH2:21][CH2:20]1)(=[O:18])=[O:17]. The product is NC=1C(=C2C(=C(NC2=CC1)C(=O)OCC)S(=O)(=O)N1CCOCC1)Br (Ethyl 5-amino-4-bromo-3-(morpholin-4-ylsulfonyl)-1H-indole-2-carboxylate). Solvent: O (water), O1CCCC1 (tetrahydrofuran). Starting materials: CCCCCC (hexane), C(CCC)[Li] (n-butyl lithium), CN(C(C1=C(C=C(C=C1)Cl)N)=O)OC (N-methyl-N-methyloxy-2-amino-4-chlorobenzamide), C(C)(C)(C)OC(=O)NCC1=CC(=CC=C1)Br (N-tert-butoxycarbonyl-3-bromobenzylamine). Reported procedure: N-methyl-N-methyloxy-2-amino-4-chlorobenzamide (3.6 g) and N-tert-butoxycarbonyl-3-bromobenzylamine (5.5 g) were dissolved in tetrahydrofuran (50 ml). The solution was cooled to −78° C., to which was added dropwise, while stirring, a hexane solution of n-butyl lithium (1.6 mol/L, 60 ml) over 40 minutes. To the reaction mixture was added water, which was subjected to extraction with ethyl acetate (150 ml). The organic layer was washed with water and dried over anhydrous sodium sulfate. The solven... Product: NC1=C(C(=O)C2=CC=CC=C2)C=CC(=C1CNC(=O)OC(C)(C)C)Cl (2-amino-3-tert-butoxycarbonylaminomethyl-4-chlorobenzophenone), product. Run at temperature -78 celsius. As a reaction SMILES: CN(OC)[C:3](=[O:12])[C:4]1[CH:9]=[CH:8][C:7]([Cl:10])=[CH:6][C:5]=1[NH2:11].[C:15]([O:19][C:20]([NH:22][CH2:23]C1C=CC=C(Br)C=1)=[O:21])([CH3:18])([CH3:17])[CH3:16].[CH3:31][CH2:32][CH2:33][CH2:34][CH2:35][CH3:36].C([Li])CCC>O1CCCC1.O>[NH2:11][C:5]1[C:6]([CH2:23][NH:22][C:20]([O:19][C:15]([CH3:18])([CH3:17])[CH3:16])=[O:21])=[C:7]([Cl:10])[CH:8]=[CH:9][C:4]=1[C:3]([C:33]1[CH:32]=[CH:31][CH:36]=[CH:35][CH:34]=1)=[O:12]. Run in CN(C)C=O (DMF), C(C)(=O)OCC (ethyl acetate). Starting materials: FC1=C(C=CC(=C1)I)NC1=C2C=NNC2=CC=C1C(=O)O (4-(2-fluoro-4-iodophenylamino)-1H-indazole-5-carboxylic acid), Cl.OC1CNC1 (3-hydroxyazetidine hydrochloride), CCN=C=NCCCN(C)C (EDCI), C=1C=CC2=C(C1)N=NN2O (HOBt), CCN(C(C)C)C(C)C (DIPEA). Product: FC1=C(C=CC(=C1)I)NC1=C2C=NNC2=CC=C1C(=O)N1CC(C1)O ([4-(2-Fluoro-4-iodo-phenylamino)-1H-indazol-5-yl]-(3-hydroxy-azetidin-1-yl)-methanone). Isolated yield 49.0%. Reported procedure: To a solution of 4-(2-fluoro-4-iodophenylamino)-1H-indazole-5-carboxylic acid (70 mg, 0.176 mmol) and 3-hydroxyazetidine hydrochloride (23 mg, 0.21 mmol) in DMF (1 mL) was added EDCI (40 mg, 0.21 mmol), HOBt (28 mg, 0.21 mmol) and DIPEA (70 μL, 0.42 mmol). The reaction mixture was stirred at room temperature for 18 hours. The reaction mixture was diluted with ethyl acetate and washed with saturated aqueous sodium hydrogen carbonate then water, dried (Na2SO4), filtered and concentrated in vacuo. ... Conditions: time 18 hour. RXN SMILES: [F:1][C:2]1[CH:7]=[C:6]([I:8])[CH:5]=[CH:4][C:3]=1[NH:9][C:10]1[C:18]([C:19]([OH:21])=O)=[CH:17][CH:16]=[C:15]2[C:11]=1[CH:12]=[N:13][NH:14]2.Cl.[OH:23][CH:24]1[CH2:27][NH:26][CH2:25]1.CCN=C=NCCCN(C)C.C1C=CC2N(O)N=NC=2C=1.CCN(C(C)C)C(C)C>CN(C=O)C.C(OCC)(=O)C>[F:1][C:2]1[CH:7]=[C:6]([I:8])[CH:5]=[CH:4][C:3]=1[NH:9][C:10]1[C:18]([C:19]([N:26]2[CH2:27][CH:24]([OH:23])[CH2:25]2)=[O:21])=[CH:17][CH:16]=[C:15]2[C:11]=1[CH:12]=[N:13][NH:14]2 |f:1.2|.